describe an organic reaction: reactants, conditions, products, and yield From a dataset of the Open Reaction Database (ORD), a public repository of structured organic reaction records. Starting materials: FC=1C=C(C=NC1OC)NC=1N=CC(=NC1C1=NC(=NC(=C1)SC)C)C(C)=O (1-(5-(5-fluoro-6-methoxypyridin-3-ylamino)-6-(2-methyl-6-(methylthio)pyrimidin-4-yl)pyrazin-2-yl)ethanone), ClC=1C=C(C(=O)OO)C=CC1 (3-chloroperoxybenzoic acid). The solvent is O1CCOCC1 (dioxane). Run at time 2 hour. Yields the product FC=1C=C(C=NC1OC)NC=1N=CC(=NC1C1=NC(=NC(=C1)S(=O)C)C)C(C)=O (1-(5-(5-Fluoro-6-Methoxypyridin-3-Ylamino)-6-(2-Methyl-6-(Methylsulfinyl)Pyrimidin-4-yl)Pyrazin-2-yl)Ethanone). As a reaction SMILES: [F:1][C:2]1[CH:3]=[C:4]([NH:10][C:11]2[N:12]=[CH:13][C:14]([C:26](=[O:28])[CH3:27])=[N:15][C:16]=2[C:17]2[CH:22]=[C:21]([S:23][CH3:24])[N:20]=[C:19]([CH3:25])[N:18]=2)[CH:5]=[N:6][C:7]=1[O:8][CH3:9].ClC1C=C(C=CC=1)C(OO)=[O:34]>O1CCOCC1>[F:1][C:2]1[CH:3]=[C:4]([NH:10][C:11]2[N:12]=[CH:13][C:14]([C:26](=[O:28])[CH3:27])=[N:15][C:16]=2[C:17]2[CH:22]=[C:21]([S:23]([CH3:24])=[O:34])[N:20]=[C:19]([CH3:25])[N:18]=2)[CH:5]=[N:6][C:7]=1[O:8][CH3:9]. Procedure details: A mixture of 1-(5-(5-fluoro-6-methoxypyridin-3-ylamino)-6-(2-methyl-6-(methylthio)pyrimidin-4-yl)pyrazin-2-yl)ethanone (52 mg, 0.130 mmol) and 3-chloroperoxybenzoic acid (44.8 mg, 0.260 mmol, Aldrich, St. Louis, Mo.) in dioxane (1 mL) was stirred at room temperature for 2 h. The mixture was taken on directly to the next step without work-up. Starting materials: Cc1cnc2c(c1)[nH]c(=O)n2-c1ccc(OCc2ccccc2)cc1, [Ca+2], [Cl-], [Cl-], [H-], CC(C)I, [Na+], CN(C)C=O, O. Product: Cc1cnc2c(c1)n(C(C)C)c(=O)n2-c1ccc(OCc2ccccc2)cc1. As a reaction SMILES: [CH2:3]([c:4]1[cH:5][cH:6][cH:7][cH:8][cH:9]1)[O:10][c:11]1[cH:12][cH:13][c:14](-[n:17]2[c:18](=[O:27])[nH:19][c:20]3[c:21]2[n:22][cH:23][c:24]([CH3:26])[cH:25]3)[cH:15][cH:16]1.[Ca+2:33].[Cl-:32].[Cl-:34].[H-:2].[I:28][CH:29]([CH3:30])[CH3:31].[Na+:1].[O:35]=[CH:36][N:37]([CH3:38])[CH3:39].[OH2:40]>>[CH2:3]([c:4]1[cH:5][cH:6][cH:7][cH:8][cH:9]1)[O:10][c:11]1[cH:12][cH:13][c:14](-[n:17]2[c:18](=[O:27])[n:19]([CH:29]([CH3:30])[CH3:31])[c:20]3[c:21]2[n:22][cH:23][c:24]([CH3:26])[cH:25]3)[cH:15][cH:16]1. Starting materials: NC1=NC=C(C(=N1)N)CC1=CC(=C(C(=C1)OC)N)OC (2,4-diamino-5-(4-amino-3,5-dimethoxy-benzyl)pyrimidine), Cl (hydrochloric acid). Run in CO (methanol). Conditions: time 2 hour. Yields the product Cl.NC1=NC=C(C(=N1)N)CC1=CC(=C(C(=C1)OC)N)OC (2,4-diamino-5-(4-amino-3,5-dimethoxybenzyl)-pyrimidine hydrochloride). RXN SMILES: [NH2:1][C:2]1[N:7]=[C:6]([NH2:8])[C:5]([CH2:9][C:10]2[CH:15]=[C:14]([O:16][CH3:17])[C:13]([NH2:18])=[C:12]([O:19][CH3:20])[CH:11]=2)=[CH:4][N:3]=1.[ClH:21]>CO>[ClH:21].[NH2:1][C:2]1[N:7]=[C:6]([NH2:8])[C:5]([CH2:9][C:10]2[CH:11]=[C:12]([O:19][CH3:20])[C:13]([NH2:18])=[C:14]([O:16][CH3:17])[CH:15]=2)=[CH:4][N:3]=1 |f:3.4|. Procedure details: A solution of 2.75 g. of 2,4-diamino-5-(4-amino-3,5-dimethoxy-benzyl)pyrimidine in 50 ml. of methanol was treated with 10 ml. of 1N hydrochloric acid. The resulting precipitate was dissolved by warming and the solution evaporated at 60° C. under vacuum to about 20 ml. After standing at room temperature for 2 hours, the precipitate was removed by filtration with suction, washed with methanol and dried, whereby there was obtained 2,4-diamino-5-(4-amino-3,5-dimethoxybenzyl)-pyrimidine hydrochloride... Starting materials: C(C1=CC=CC=C1)N1N=C(C(=C1C(=O)O)C)OC[C@H](C)NC(=O)OC(C)(C)C (1-benzyl-3-({(2S)-2-[(tert-butoxycarbonyl)amino]propyl}oxy)-4-methyl-1H-pyrazole-5-carboxylic acid), Cl.NC1=C(C=C(C=C1)O)O (4-aminobenzene-1,3-diol hydrochloride). Product: C(C1=CC=CC=C1)N1N=C(C(=C1C(NC1=C(C=C(C=C1)O)O)=O)C)OC[C@H](C)NC(OC(C)(C)C)=O (tert-butyl [(1S)-2-({1-benzyl-5-[(2,4-dihydroxyphenyl)carbamoyl]-4-methyl-1H-pyrazol-3-yl}oxy)-1-methylethyl]carbamate). RXN SMILES: [CH2:1]([N:8]1[C:12]([C:13]([OH:15])=O)=[C:11]([CH3:16])[C:10]([O:17][CH2:18][C@@H:19]([NH:21][C:22]([O:24][C:25]([CH3:28])([CH3:27])[CH3:26])=[O:23])[CH3:20])=[N:9]1)[C:2]1[CH:7]=[CH:6][CH:5]=[CH:4][CH:3]=1.Cl.[NH2:30][C:31]1[CH:36]=[CH:35][C:34]([OH:37])=[CH:33][C:32]=1[OH:38]>>[CH2:1]([N:8]1[C:12]([C:13](=[O:15])[NH:30][C:31]2[CH:36]=[CH:35][C:34]([OH:37])=[CH:33][C:32]=2[OH:38])=[C:11]([CH3:16])[C:10]([O:17][CH2:18][C@@H:19]([NH:21][C:22](=[O:23])[O:24][C:25]([CH3:26])([CH3:27])[CH3:28])[CH3:20])=[N:9]1)[C:2]1[CH:3]=[CH:4][CH:5]=[CH:6][CH:7]=1 |f:1.2|. Procedure details: Using 1-benzyl-3-({(2S)-2-[(tert-butoxycarbonyl)amino]propyl}oxy)-4-methyl-1H-pyrazole-5-carboxylic acid and 4-aminobenzene-1,3-diol hydrochloride, and in the same manner as in Example 2, step C, the title compound was obtained. The reactants are C1(=CC=CC=C1)CCCC(=O)N (4-phenylbutyramide), COC=1C=CC(=CC1)P2(=S)SP(=S)(S2)C=3C=CC(=CC3)OC (Lawesson's reagent), CCCCCC (hexane), C(Cl)Cl (methylene chloride). Run in C1(=CC=CC=C1)C (toluene), C(C)(=O)O (acetic acid). Product: C1(=CC=CC=C1)CCCC(=S)N (4-phenylthiobutyramide). The yield is 90.0%. Reaction SMILES: [C:1]1([CH2:7][CH2:8][CH2:9][C:10]([NH2:12])=O)[CH:6]=[CH:5][CH:4]=[CH:3][CH:2]=1.COC1C=CC(P2(SP(C3C=CC(OC)=CC=3)(=S)S2)=[S:22])=CC=1.CCCCCC.C(Cl)Cl>C1(C)C=CC=CC=1.C(O)(=O)C>[C:1]1([CH2:7][CH2:8][CH2:9][C:10]([NH2:12])=[S:22])[CH:6]=[CH:5][CH:4]=[CH:3][CH:2]=1. Procedure details: To a solution of 4-phenylbutyramide (0.373 g, 2.28 mmol) in toluene (15 mL) was added Lawesson's reagent (0.461 g, 1.14 mmol). The reaction was refluxed overnight, cooled to room temperature and concentrated yielding an orange oil. Flash chromatography of this oil (1:1 hexane:methylene chloride with 1% acetic acid) yielded 4-phenylthiobutyramide (0.184 g) as a white solid: 1HNMR (DMSO d6 ) 400 mHz 9.33 (s, 1 H), 9.13 (s, 1 H), 7.29-7.23 (m, 2 H), 7.20-7.15 (m, 3 H), 2.56 (t, J=7.58 Hz, 2 H), 2.5... Reactants: [Si](C)(C)(C(C)(C)C)OCC=1NC2=CC=C(C=C2C1C(C(=O)OC)=O)Cl (Methyl [2-({[tert-butyl(dimethyl)silyl]oxy}methyl)-5-chloro-1H-indol-3-yl](oxo)acetate), C(C1=CC=CC=C1)(C1=CC=CC=C1)Br (Ph2CHBr), C(=O)([O-])[O-].[Cs+].[Cs+] (Cs2CO3). Solvent: C(C)#N (acetonitrile). Yields the product C(C1=CC=CC=C1)(C1=CC=CC=C1)N1C(=C(C2=CC(=CC=C12)Cl)C(C(=O)OC)=O)CO[Si](C)(C)C(C)(C)C (methyl [1-benzhydryl-2-({[tert-butyl(dimethyl)silyl]oxy }methyl)-5-chloro-1H-indol-3-yl](oxo)acetate). Isolated yield 60.0%. RXN SMILES: [Si:1]([O:8][CH2:9][C:10]1[NH:11][C:12]2[C:17]([C:18]=1[C:19](=[O:24])[C:20]([O:22][CH3:23])=[O:21])=[CH:16][C:15]([Cl:25])=[CH:14][CH:13]=2)([C:4]([CH3:7])([CH3:6])[CH3:5])([CH3:3])[CH3:2].[CH:26](Br)([C:33]1[CH:38]=[CH:37][CH:36]=[CH:35][CH:34]=1)[C:27]1[CH:32]=[CH:31][CH:30]=[CH:29][CH:28]=1.C([O-])([O-])=O.[Cs+].[Cs+]>C(#N)C>[CH:26]([N:11]1[C:12]2[C:17](=[CH:16][C:15]([Cl:25])=[CH:14][CH:13]=2)[C:18]([C:19](=[O:24])[C:20]([O:22][CH3:23])=[O:21])=[C:10]1[CH2:9][O:8][Si:1]([C:4]([CH3:7])([CH3:6])[CH3:5])([CH3:3])[CH3:2])([C:27]1[CH:32]=[CH:31][CH:30]=[CH:29][CH:28]=1)[C:33]1[CH:38]=[CH:37][CH:36]=[CH:35][CH:34]=1 |f:2.3.4|. Reported procedure: Methyl [2-({[tert-butyl(dimethyl)silyl]oxy}methyl)-5-chloro-1H-indol-3-yl](oxo)acetate (1 eq), Ph2CHBr (2 eq) and Cs2CO3 (1.5 eq) were mixed in dry acetonitrile (0.13M) under N2. The mixture was heated with stirring to reflux for 3 hrs. The reaction mixture was cooled to rt and filtered and solvent was removed. Resulting residue was purified using a column with 1:4Hexane/CH2Cl2 as eluent to give methyl [1-benzhydryl-2-({[tert-butyl(dimethyl)silyl]oxy }methyl)-5-chloro-1H-indol-3-yl](oxo)acetate ... Reactants: COc1ccc(C(Nc2cc(C)cc(C(N)=O)c2)C(=O)O)cc1OC, O=CC(=O)O, COc1ccc(B(O)O)cc1OC, NC(=O)c1cc(N)cc(F)c1, O. The product is COc1ccc(C(Nc2cc(F)cc(C(N)=O)c2)C(=O)O)cc1OC. RXN SMILES: [C:1]([NH2:2])(=[O:3])[c:4]1[cH:5][c:6]([NH:11][CH:12]([C:13](=[O:14])[OH:15])[c:16]2[cH:17][c:18]([O:24][CH3:25])[c:19]([O:22][CH3:23])[cH:20][cH:21]2)[cH:7][c:8]([CH3:10])[cH:9]1.[C:51]([OH:52])(=[O:53])[CH:54]=[O:55].[CH3:37][O:38][c:39]1[cH:40][c:41]([B:42]([OH:43])[OH:44])[cH:45][cH:46][c:47]1[O:48][CH3:49].[NH2:26][c:27]1[cH:28][c:29]([C:33]([NH2:34])=[O:35])[cH:30][c:31]([F:36])[cH:32]1.[OH2:50]>>[C:1]([NH2:2])(=[O:3])[c:4]1[cH:5][c:6]([NH:11][CH:12]([C:13](=[O:14])[OH:15])[c:16]2[cH:17][c:18]([O:24][CH3:25])[c:19]([O:22][CH3:23])[cH:20][cH:21]2)[cH:7][c:8]([F:36])[cH:9]1.